From a dataset of the Open Reaction Database (ORD), a public repository of structured organic reaction records. describe an organic reaction: reactants, conditions, products, and yield The reactants are [BH4-], CCO, NC(=O)c1cnc(N)c2cc(-c3ccc4c(c3)CCC(=O)C4)sc12, [Na+]. Product: NC(=O)c1cnc(N)c2cc(-c3ccc4c(c3)CCC(O)C4)sc12. RXN SMILES: [BH4-:25].[CH3:27][CH2:28][OH:29].[NH2:1][c:2]1[n:3][cH:4][c:5]([C:22](=[O:23])[NH2:24])[c:6]2[c:7]1[cH:8][c:9](-[c:11]1[cH:12][c:13]3[c:18]([cH:19][cH:20]1)[CH2:17][C:16](=[O:21])[CH2:15][CH2:14]3)[s:10]2.[Na+:26]>>[NH2:1][c:2]1[n:3][cH:4][c:5]([C:22](=[O:23])[NH2:24])[c:6]2[c:7]1[cH:8][c:9](-[c:11]1[cH:12][c:13]3[c:18]([cH:19][cH:20]1)[CH2:17][CH:16]([OH:21])[CH2:15][CH2:14]3)[s:10]2. Starting materials: COc1ccc(CN2CCCc3cc(C(O)c4cc(Br)ccc4Cl)ccc32)cc1, ClCCl. Product: COc1ccc(CN2CCCc3cc(Cc4cc(Br)ccc4Cl)ccc32)cc1. RXN SMILES: [Br:1][c:2]1[cH:3][cH:4][c:5]([Cl:29])[c:6]([CH:8]([OH:9])[c:10]2[cH:11][c:12]3[c:17]([cH:18][cH:19]2)[N:16]([CH2:20][c:21]2[cH:22][cH:23][c:24]([O:27][CH3:28])[cH:25][cH:26]2)[CH2:15][CH2:14][CH2:13]3)[cH:7]1.[Cl:30][CH2:31][Cl:32]>>[Br:1][c:2]1[cH:3][cH:4][c:5]([Cl:29])[c:6]([CH2:8][c:10]2[cH:11][c:12]3[c:17]([cH:18][cH:19]2)[N:16]([CH2:20][c:21]2[cH:22][cH:23][c:24]([O:27][CH3:28])[cH:25][cH:26]2)[CH2:15][CH2:14][CH2:13]3)[cH:7]1. The reactants are COC=1C=C(C(=O)N2CC(CC2)(C2=CC=C(C=C2)F)CCN2CCC(CC2)NC2=NC3=C(N2CCOCC)C=CC=C3)C=C(C1OC)OC (1-(3,4,5-trimethoxybenzoyl)-3-(2-(4-(1-(2-ethoxyethyl)-1H-benzimidazol-2-yl-amino)piperidin-1-yl)ethyl)-3-(4-fluorophenyl)pyrrolidine), CS(=O)(=O)O (methanesulfonic acid). Yields the product CS(=O)(=O)O.COC=1C=C(C(=O)N2CC(CC2)(C2=CC=C(C=C2)F)CCN2CCC(CC2)NC2=NC3=C(N2CCOCC)C=CC=C3)C=C(C1OC)OC (1-(3,4,5-trimethoxybenzoyl)-3-(2-(4-(1-(2-ethoxyethyl)-1H-benzimidazol-2-yl-amino)piperidin-1-yl)ethyl)-3-(4-fluorophenyl)pyrrolidine methanesulfonic Acid Salt). RXN SMILES: [CH3:1][O:2][C:3]1[CH:4]=[C:5]([CH:43]=[C:44]([O:48][CH3:49])[C:45]=1[O:46][CH3:47])[C:6]([N:8]1[CH2:12][CH2:11][C:10]([CH2:20][CH2:21][N:22]2[CH2:27][CH2:26][CH:25]([NH:28][C:29]3[N:33]([CH2:34][CH2:35][O:36][CH2:37][CH3:38])[C:32]4[CH:39]=[CH:40][CH:41]=[CH:42][C:31]=4[N:30]=3)[CH2:24][CH2:23]2)([C:13]2[CH:18]=[CH:17][C:16]([F:19])=[CH:15][CH:14]=2)[CH2:9]1)=[O:7].[CH3:50][S:51]([OH:54])(=[O:53])=[O:52]>>[CH3:50][S:51]([OH:54])(=[O:53])=[O:52].[CH3:1][O:2][C:3]1[CH:4]=[C:5]([CH:43]=[C:44]([O:48][CH3:49])[C:45]=1[O:46][CH3:47])[C:6]([N:8]1[CH2:12][CH2:11][C:10]([CH2:20][CH2:21][N:22]2[CH2:27][CH2:26][CH:25]([NH:28][C:29]3[N:33]([CH2:34][CH2:35][O:36][CH2:37][CH3:38])[C:32]4[CH:39]=[CH:40][CH:41]=[CH:42][C:31]=4[N:30]=3)[CH2:24][CH2:23]2)([C:13]2[CH:18]=[CH:17][C:16]([F:19])=[CH:15][CH:14]=2)[CH2:9]1)=[O:7] |f:2.3|. Reported procedure: Prepare by the method of Example 18.6 using 1-(3,4,5-trimethoxybenzoyl)-3-(2-(4-(1-(2-ethoxyethyl)-1H-benzimidazol-2-yl-amino)piperidin-1-yl)ethyl)-3-(4-fluorophenyl)pyrrolidine and methanesulfonic acid to give the title compound. The reactants are CSC=1S\C(\C(N1)=O)=C/C=1C=C2C=CC=NC2=CC1 (2-methylsulfanyl-5-[1-quinolin-6-yl-meth-(Z)-ylidene]-thiazol-4-one), C1=CC(=CC=C1[C@H](CO)N)F ((R)-4-fluoro-phenylglycinol), CCN(C(C)C)C(C)C (DIEA). Product: FC1=CC=C(C=C1)[C@H](CO)NC=1S\C(\C(N1)=O)=C/C=1C=C2C=CC=NC2=CC1 (2-[(R)-1-(4-fluoro-phenyl)-2-hydroxy-ethylamino]-5-[1-quinolin-6-yl-meth-(Z)-ylidene]-thiazol-4-one). RXN SMILES: CS[C:3]1[S:4]/[C:5](=[CH:9]\[C:10]2[CH:11]=[C:12]3[C:17](=[CH:18][CH:19]=2)[N:16]=[CH:15][CH:14]=[CH:13]3)/[C:6](=[O:8])[N:7]=1.[CH:20]1[C:25]([C@@H:26]([NH2:29])[CH2:27][OH:28])=[CH:24][CH:23]=[C:22]([F:30])[CH:21]=1.CCN(C(C)C)C(C)C>>[F:30][C:22]1[CH:21]=[CH:20][C:25]([C@@H:26]([NH:29][C:3]2[S:4]/[C:5](=[CH:9]\[C:10]3[CH:11]=[C:12]4[C:17](=[CH:18][CH:19]=3)[N:16]=[CH:15][CH:14]=[CH:13]4)/[C:6](=[O:8])[N:7]=2)[CH2:27][OH:28])=[CH:24][CH:23]=1. Procedure: Then the similar procedure as described in example 1b was used, starting from 2-methylsulfanyl-5-[1-quinolin-6-yl-meth-(Z)-ylidene]-thiazol-4-one, (R)-4-fluoro-phenylglycinol and DIEA to give 2-[(R)-1-(4-fluoro-phenyl)-2-hydroxy-ethylamino]-5-[1-quinolin-6-yl-meth-(Z)-ylidene]-thiazol-4-one. LC-MS m/e 394 (MH+).